Dataset: the Open Reaction Database (ORD), a public repository of structured organic reaction records. Task: describe an organic reaction: reactants, conditions, products, and yield The reactants are C(C)(=O)Cl (acetyl chloride), C(C)O (ethanol), FC=1C=CC=C2C(=CNC12)CCNCC1=CC(=CC=C1)OCC(C(F)F)(F)F (N-(2-(7-fluoro-1H-indol-3-yl)ethyl)-3-(2,2,3,3-tetrafluoropropoxy)benzylamine). Run in C(C)(=O)OCC (ethyl acetate). Reaction conditions: time 10 minute. Yields the product Cl.FC=1C=CC=C2C(=CNC12)CCNCC1=CC(=CC=C1)OCC(C(F)F)(F)F (N-(2-(7-Fluoro-1H-indol-3-yl)ethyl)-3-(2,2,3,3-tetrafluropropoxy)benzylamine hydrochloride). Reaction SMILES: C([Cl:4])(=O)C.C(O)C.[F:8][C:9]1[CH:10]=[CH:11][CH:12]=[C:13]2[C:17]=1[NH:16][CH:15]=[C:14]2[CH2:18][CH2:19][NH:20][CH2:21][C:22]1[CH:27]=[CH:26][CH:25]=[C:24]([O:28][CH2:29][C:30]([F:35])([F:34])[CH:31]([F:33])[F:32])[CH:23]=1>C(OCC)(=O)C>[ClH:4].[F:8][C:9]1[CH:10]=[CH:11][CH:12]=[C:13]2[C:17]=1[NH:16][CH:15]=[C:14]2[CH2:18][CH2:19][NH:20][CH2:21][C:22]1[CH:27]=[CH:26][CH:25]=[C:24]([O:28][CH2:29][C:30]([F:35])([F:34])[CH:31]([F:33])[F:32])[CH:23]=1 |f:4.5|. Procedure details: Add acetyl chloride (2.4 mL, 33.8 mmol) dropwise to anhydrous ethanol (50 mL) and stir the solution for 10 min at ambient temperature and add to a solution of N-(2-(7-fluoro-1H-indol-3-yl)ethyl)-3-(2,2,3,3-tetrafluoropropoxy)benzylamine (12.0 g, 30.1 mmol) in ethyl acetate. Concentrate the resulting solution under reduced pressure to give a yellow solid. Recrystallize the yellow solid from ethyl acetate/ethanol/diethyl ether to give the title compound: mp 142–143° C. MS(m/e): 399 (M+1), 397 (M−1... The reactants are FC(C(=O)O)(F)F (2,2,2-trifluoroacetic acid), C(C)(C)(C)[Si](Cl)(C)C (t-butyldimethylchlorosilane), N1C=NC=C1 (1H-imidazole), BrC1=C2C[C@@H](NCC2=CC=C1)CO ([(3R)-5-bromo-1,2,3,4-tetrahydroisoquinolin-3-yl]methanol), FC(C(=O)O)(F)F (2,2,2-trifluoroacetic acid), BrC1=C2C[C@@H](N(CC2=CC=C1)C(=O)OC(C)(C)C)CO (tert-butyl (3R)-5-bromo-3-(hydroxymethyl)-3,4-dihydro-1H-isoquinoline-2-carboxylate). The reagents and catalysts are CN(C1=CC=NC=C1)C (N,N-Dimethyl-4-pyridinamine). The solvent is hexanes, ClCCl (dichloromethane). Conditions: time 8 hour. Product: BrC1=C2C[C@@H](NCC2=CC=C1)CO[Si](C)(C)C(C)(C)C ((3R)-5-bromo-3-({[tert-butyl(dimethyl)silyl]oxy}methyl)-1,2,3,4-tetrahydroisoquinoline). Reaction SMILES: FC(F)(F)C(O)=O.[Br:8][C:9]1[CH:18]=[CH:17][CH:16]=[C:15]2[C:10]=1[CH2:11][C@H:12]([CH2:19][OH:20])[NH:13][CH2:14]2.N1C=CN=C1.[C:26]([Si:30]([CH3:33])([CH3:32])Cl)([CH3:29])([CH3:28])[CH3:27].BrC1C=CC=C2C=1C[C@H](CO)N(C(OC(C)(C)C)=O)C2>ClCCl.CN(C)C1C=CN=CC=1>[Br:8][C:9]1[CH:18]=[CH:17][CH:16]=[C:15]2[C:10]=1[CH2:11][C@H:12]([CH2:19][O:20][Si:30]([C:26]([CH3:29])([CH3:28])[CH3:27])([CH3:33])[CH3:32])[NH:13][CH2:14]2. Procedure details: Add trifluoroacetic acid (75.5 mL, 998.3 mmol) to solution of tert-butyl (3R)-5-bromo-3-(hydroxymethyl)-3,4-dihydro-1H-isoquinoline-2-carboxylate (15.5 g, 45.3 mmol) in dichloromethane (226 mL) at room temperature. Stir 30 min and concentrate under reduced pressure. Dry under vacuum to give [(3R)-5-bromo-1,2,3,4-tetrahydroisoquinolin-3-yl]methanol; 2,2,2-trifluoroacetic acid as a wet solid. Dissolve [(3R)-5-bromo-1,2,3,4-tetrahydroisoquinolin-3-yl]methanol; 2,2,2-trifluoroacetic acid in dichloro... As a reaction SMILES: [NH2:1][C:2]1[C:10]([Cl:11])=[CH:9][C:5]([C:6]([OH:8])=O)=[C:4]([O:12][CH3:13])[CH:3]=1.[NH2:14][CH:15]1[CH2:19][CH:18]([CH2:20][OH:21])[N:17]([CH2:22][CH3:23])[CH2:16]1.O.ON1C2C=CC=CC=2N=N1.C1(N=C=NC2CCCCC2)CCCCC1>CN(C)C=O.O1CCCC1>[ClH:11].[NH2:1][C:2]1[C:10]([Cl:11])=[CH:9][C:5]([C:6]([NH:14][CH:15]2[CH2:19][CH:18]([CH2:20][OH:21])[N:17]([CH2:22][CH3:23])[CH2:16]2)=[O:8])=[C:4]([O:12][CH3:13])[CH:3]=1 |f:2.3,7.8|. The reactants are NC1=CC(=C(C(=O)O)C=C1Cl)OC (4-amino-5-chloro-2-methoxy benzoic acid), NC1CN(C(C1)CO)CC (3-amino-1-ethyl-5-hydroxymethyl pyrrolidine), O.ON1N=NC2=C1C=CC=C2 (1-hydroxy-1H-benzotriazole monohydrate), C1(CCCCC1)N=C=NC1CCCCC1 (dicyclohexyl carbodiimide). Run in CN(C=O)C (dimethyl formamide), O1CCCC1 (tetrahydrofuran). Reported procedure: Into a reaction vessel, were placed 1.00 g of 4-amino-5-chloro-2-methoxy benzoic acid, 0.75 g of 3-amino-1-ethyl-5-hydroxymethyl pyrrolidine, 0.83 g of 1-hydroxy-1H-benzotriazole monohydrate, 1.13 g of dicyclohexyl carbodiimide (DCC), 15 ml of tetrahydrofuran (THF) and 2 ml of dimethyl formamide (DMF), and thus obtained mixture was stirred at room temperature for 14 hours. Thereafter, the precipitated dicyclohexyl carbonyl urea (DCU) was removed off, the filtrate was concentrated under reduced p... Isolated yield 116.2%. Product: Cl.NC1=CC(=C(C(=O)NC2CN(C(C2)CO)CC)C=C1Cl)OC (4-amino-5-chloro-2-methoxy-N-(1-ethyl-5-hydroxymethyl pyrrolidin-3-yl) benzamide hydrochloride). Starting materials: C=Cc1cccc2c1c(C)cn2S(=O)(=O)c1ccccc1, [O-][I+3]([O-])([O-])[O-], [Na+], C1COCCO1, O=[Os](=O)(=O)=O, O, Cc1cccc(C)n1. Yields the product Cc1cn(S(=O)(=O)c2ccccc2)c2cccc(C=O)c12. RXN SMILES: [CH3:1][c:2]1[cH:3][n:4]([S:13](=[O:14])(=[O:15])[c:16]2[cH:17][cH:18][cH:19][cH:20][cH:21]2)[c:5]2[cH:6][cH:7][cH:8][c:9]([CH:11]=[CH2:12])[c:10]12.[I+3:30]([O-:31])([O-:32])([O-:33])[O-:34].[Na+:35].[O:36]1[CH2:37][CH2:38][O:39][CH2:40][CH2:41]1.[O:43]=[Os:44](=[O:45])(=[O:46])=[O:47].[OH2:42].[n:22]1[c:23]([CH3:24])[cH:25][cH:26][cH:27][c:28]1[CH3:29]>>[CH3:1][c:2]1[cH:3][n:4]([S:13](=[O:14])(=[O:15])[c:16]2[cH:17][cH:18][cH:19][cH:20][cH:21]2)[c:5]2[cH:6][cH:7][cH:8][c:9]([CH:11]=[O:31])[c:10]12. Reactants: NC1CCN(Cc2ccccc2)CC1, CCOC(C)=O, Clc1nc2ccccc2[nH]1. Product: c1ccc(CN2CCC(Nc3nc4ccccc4[nH]3)CC2)cc1. RXN SMILES: [CH2:11]([c:12]1[cH:13][cH:14][cH:15][cH:16][cH:17]1)[N:18]1[CH2:19][CH2:20][CH:21]([NH2:24])[CH2:22][CH2:23]1.[CH3:25][CH2:26][O:27][C:28](=[O:29])[CH3:30].[Cl:1][c:2]1[n:3][c:4]2[c:5]([nH:6]1)[cH:7][cH:8][cH:9][cH:10]2>>[c:2]1([NH:24][CH:21]2[CH2:20][CH2:19][N:18]([CH2:11][c:12]3[cH:13][cH:14][cH:15][cH:16][cH:17]3)[CH2:23][CH2:22]2)[nH:3][c:4]2[c:5]([n:6]1)[cH:7][cH:8][cH:9][cH:10]2. The reactants are CC(C)OC(=O)/N=N/C(=O)OC(C)C (Diisopropylazodicarboxylate), C(C)(C)(C)OC(=O)N1CCC(=CC1)CO (4-hydroxymethyl-3,6-dihydro-2H-pyridine-1-carboxylic acid tert-butyl ester), C1(=CC=CC=C1)P(C1=CC=CC=C1)C1=CC=CC=C1 (Triphenylphosphine), ClC1=CC(=C(C=C1)NC(C(F)(F)F)=O)I (N-(4-Chloro-2-iodo-phenyl)-2,2,2-trifluoro-acetamide). The solvent is O1CCCC1 (tetrahydrofuran), O1CCCC1 (tetrahydrofuran). Run at temperature 0 celsius, time 20 minute. Yields the product C(C)(C)(C)OC(=O)N1CCC(=CC1)CN(C(C(F)(F)F)=O)C1=C(C=C(C=C1)Cl)I (4-{[(4-chloro-2-iodo-phenyl)-(2,2,2-trifluoro-acetyl)-amino]-methyl}-3,6-dihydro-2H-pyridine-1-carboxylic acid tert-butyl ester). The yield is 54.8%. RXN SMILES: C1(P(C2C=CC=CC=2)C2C=CC=CC=2)C=CC=CC=1.CC(OC(/N=N/C(OC(C)C)=O)=O)C.[Cl:34][C:35]1[CH:40]=[CH:39][C:38]([NH:41][C:42](=[O:47])[C:43]([F:46])([F:45])[F:44])=[C:37]([I:48])[CH:36]=1.[C:49]([O:53][C:54]([N:56]1[CH2:61][CH:60]=[C:59]([CH2:62]O)[CH2:58][CH2:57]1)=[O:55])([CH3:52])([CH3:51])[CH3:50]>O1CCCC1>[C:49]([O:53][C:54]([N:56]1[CH2:57][CH:58]=[C:59]([CH2:62][N:41]([C:38]2[CH:39]=[CH:40][C:35]([Cl:34])=[CH:36][C:37]=2[I:48])[C:42](=[O:47])[C:43]([F:45])([F:46])[F:44])[CH2:60][CH2:61]1)=[O:55])([CH3:52])([CH3:50])[CH3:51]. Procedure details: Triphenylphosphine (5.16 g) was dissolved in tetrahydrofuran (130 ml) and the solution was cooled to 0° C. under argon. Diisopropylazodicarboxylate (3.82 ml) was added dropwise over 10 min and the resulting mixture was stirred at 0° C. for 20 min (formation of a white precipitate). N-(4-Chloro-2-iodo-phenyl)-2,2,2-trifluoro-acetamide (5.5 g) was added as a solid, followed by 4-hydroxymethyl-3,6-dihydro-2H-pyridine-1-carboxylic acid tert-butyl ester (J. Org. Chem. 2001, 66, 5545-5551, 3.4 g) diss... Reaction SMILES: [CH:1]1([CH:7]([NH:21][C:22]2[CH:30]=[CH:29][C:25]([C:26](O)=[O:27])=[CH:24][CH:23]=2)[C:8]2[CH:12]=[C:11]([C:13]3[CH2:14][CH2:15][S:16][CH2:17][CH:18]=3)[S:10][C:9]=2[CH2:19][CH3:20])[CH2:6][CH2:5][CH2:4][CH2:3][CH2:2]1.Cl.[NH2:32][CH2:33][CH2:34][C:35]([O:37]CC)=[O:36].O.ON1C2C=CC=CC=2N=N1.Cl.C(N=C=NCCCN(C)C)C.[Cl-].[NH4+].[OH-].[Na+]>CN(C)C=O.C(O)C.O1CCCC1.C(N(CC)CC)C>[CH:1]1([CH:7]([NH:21][C:22]2[CH:23]=[CH:24][C:25]([C:26]([NH:32][CH2:33][CH2:34][C:35]([OH:37])=[O:36])=[O:27])=[CH:29][CH:30]=2)[C:8]2[CH:12]=[C:11]([C:13]3[CH2:14][CH2:15][S:16][CH2:17][CH:18]=3)[S:10][C:9]=2[CH2:19][CH3:20])[CH2:6][CH2:5][CH2:4][CH2:3][CH2:2]1 |f:1.2,3.4,5.6,7.8,9.10|. Starting materials: Cl.NCCC(=O)OCC (ethyl β-alaninate hydrochloride), O.ON1N=NC2=C1C=CC=C2 (1-hydroxybenzotriazole monohydrate), C1(CCCCC1)C(C1=C(SC(=C1)C=1CCSCC1)CC)NC1=CC=C(C(=O)O)C=C1 (4-({cyclohexyl[5-(3,6-dihydro-2H-thiopyran-4-yl)-2-ethylthiophen-3-yl]methyl}amino)benzoic acid), Cl.C(C)N=C=NCCCN(C)C (1-ethyl-3-(3-dimethylaminopropyl)carbodiimide hydrochloride), [Cl-].[NH4+] (ammonium chloride), [OH-].[Na+] (sodium hydroxide). Product: C1(CCCCC1)C(C1=C(SC(=C1)C=1CCSCC1)CC)NC1=CC=C(C=C1)C(=O)NCCC(=O)O (3-({[4-({cyclohexyl[5-(3,6-dihydro-2H-thiopyran-4-yl)-2-ethylthiophen-3-yl]methyl}amino)phenyl]carbonyl}amino)propanoic acid). Procedure: To a mixture of 4-({cyclohexyl[5-(3,6-dihydro-2H-thiopyran-4-yl)-2-ethylthiophen-3-yl]methyl}amino)benzoic acid (246 mg) synthesized above, ethyl β-alaninate hydrochloride (98.8 mg), 1-hydroxybenzotriazole monohydrate (98.5 mg) and triethylamine (90 μL) in N,N-dimethylformamide (10 mL) was added 1-ethyl-3-(3-dimethylaminopropyl)carbodiimide hydrochloride (123 mg), and the mixture was stirred at room temperature for 8 hr. Saturated aqueous ammonium chloride solution was added to quench the reacti... The yield is 50.8%. The solvent is CN(C=O)C (N,N-dimethylformamide), C(C)N(CC)CC (triethylamine), C(C)O (ethanol), O1CCCC1 (tetrahydrofuran). Conditions: time 8 hour.